From a dataset of the Open Reaction Database (ORD), a public repository of structured organic reaction records. describe an organic reaction: reactants, conditions, products, and yield Starting materials: CCOC(=O)CC(=O)c1ccccc1, CC(=O)O, C1CCNCC1, Cc1cncc(C=O)c1, CCO. Product: CCOC(=O)C(=Cc1cncc(C)c1)C(=O)c1ccccc1. Reaction SMILES: [C:10]([c:11]1[cH:12][cH:13][cH:14][cH:15][cH:16]1)(=[O:17])[CH2:18][C:19](=[O:20])[O:21][CH2:22][CH3:23].[C:24]([OH:25])(=[O:26])[CH3:27].[CH2:28]1[CH2:29][CH2:30][NH:31][CH2:32][CH2:33]1.[CH3:1][c:2]1[cH:3][n:4][cH:5][c:6]([CH:7]=[O:8])[cH:9]1.[CH3:34][CH2:35][OH:36]>>[CH3:1][c:2]1[cH:3][n:4][cH:5][c:6]([CH:7]=[C:18]([C:10]([c:11]2[cH:12][cH:13][cH:14][cH:15][cH:16]2)=[O:17])[C:19](=[O:20])[O:21][CH2:22][CH3:23])[cH:9]1. Reactants: CC(C)(C)c1ccc2oc(-c3ccncc3F)nc2c1, O=C([O-])[O-], [K+], [K+], O, OCc1ccccc1. Product: CC(C)(C)c1ccc2oc(-c3ccncc3OCc3ccccc3)nc2c1. Reaction SMILES: [C:1]([CH3:2])([CH3:3])([CH3:4])[c:5]1[cH:6][cH:7][c:8]2[c:9]([n:10][c:11](-[c:13]3[c:14]([F:19])[cH:15][n:16][cH:17][cH:18]3)[o:12]2)[cH:20]1.[C:21](=[O:22])([O-:23])[O-:24].[K+:25].[K+:26].[OH2:35].[OH:27][CH2:28][c:29]1[cH:30][cH:31][cH:32][cH:33][cH:34]1>>[C:1]([CH3:2])([CH3:3])([CH3:4])[c:5]1[cH:6][cH:7][c:8]2[c:9]([n:10][c:11](-[c:13]3[c:14]([O:27][CH2:28][c:29]4[cH:30][cH:31][cH:32][cH:33][cH:34]4)[cH:15][n:16][cH:17][cH:18]3)[o:12]2)[cH:20]1. The reactants are carboxylic acid, C1=CC(=CC=2SC3=C(CCC21)C=CC=C3)C(=O)O (10,11-dihydrodibenzo[b,f]thiepin-3-carboxylic acid), C1=CC(=CC=2SC3=C(C=CC21)C=CC=C3)C(=O)O (dibenzo[b,f]thiepin-3-carboxylic acid). Product: 10,11-dihydrobibenzo[b,f]thiepin, C1=CC=CC=2SC3=C(C=CC21)C=CC=C3 (dibenzo[b,f]thiepin). RXN SMILES: [CH:1]1[C:11]2[CH2:10][CH2:9][C:8]3[CH:12]=[CH:13][CH:14]=[CH:15][C:7]=3[S:6][C:5]=2[CH:4]=[C:3](C(O)=O)[CH:2]=1.C1C2C=CC3C=CC=CC=3SC=2C=C(C(O)=O)C=1>>[CH:1]1[C:11]2[CH:10]=[CH:9][C:8]3[CH:12]=[CH:13][CH:14]=[CH:15][C:7]=3[S:6][C:5]=2[CH:4]=[CH:3][CH:2]=1. Reported procedure: In a similar manner, substituting 10,11-dihydrodibenzo[b,f]thiepin-3-carboxylic acid or dibenzo[b,f]thiepin-3-carboxylic acid for the carboxylic acid starting material employed in Step 1, there is obtained the corresponding 10,11-dihydrobibenzo[b,f]thiepin-3-(4-hydroxy-Δ3 -pyrrolin-3-yl-2,5-dione) or dibenzo[b,f]thiepin-3-(4-hydroxy-Δ3 -pyrrolin-3-yl-2,5-dione). Starting materials: [OH-].[Na+] (sodium hydroxide), C(C=C)(=O)O.C(C=C)(=O)N.[Cl-].C[N+](CC=C)(CC=C)C (acrylic acid acrylamide dimethyldiallyl ammonium chloride). Procedure details: A 90/10 acrylamide/dimethyldiallyl ammonium chloride copolymer was prepared as indicated in Examples 1-16. The copolymer was then hydrolyzed by adding a stoichiometric amount of sodium hydroxide to achieve a 70/20/10 terpolymer of acrylic acid/acrylamide/dimethyldiallyl ammonium chloride. The resulting polymer was added to an aqueous clay dispersion and the viscosity and fluid loss were measured as in Examples 1-16. The viscosity (KCL test) at 600 rpm was 10 and at 300 rpm was 5. The fluid loss ... The product is C(C=C)(=O)N.[Cl-].C[N+](CC=C)(CC=C)C (acrylamide dimethyldiallyl ammonium chloride). Run at time 30 minute. Reaction SMILES: [OH-].[Na+].C(O)(=O)C=C.[C:8]([NH2:12])(=[O:11])[CH:9]=[CH2:10].[Cl-:13].[CH3:14][N+:15]([CH3:22])([CH2:19][CH:20]=[CH2:21])[CH2:16][CH:17]=[CH2:18]>>[C:8]([NH2:12])(=[O:11])[CH:9]=[CH2:10].[Cl-:13].[CH3:14][N+:15]([CH3:22])([CH2:19][CH:20]=[CH2:21])[CH2:16][CH:17]=[CH2:18] |f:0.1,2.3.4.5,6.7.8|. Starting materials: ClC=1C=C(C(=O)OC)C=CC1C1=C(C=C2C(=N1)OC(CC2NC(=O)OC(C)(C)C)(C)C)C2=CC=C(C=C2)Cl (Methyl 3-chloro-4-[6-(4-chlorophenyl)-4-({[(1,1-dimethylethyl)oxy]carbonyl}amino)-2,2-dimethyl-3,4-dihydro-2H-pyrano[2,3-b]pyridin-7-yl]benzoate), C(=O)(C(F)(F)F)O (TFA). The solvent is C(Cl)Cl (CH2Cl2). Run at time 16 hour. Yields the product NC1CC(OC2=NC(=C(C=C21)C2=CC=C(C=C2)Cl)C2=C(C=C(C(=O)OC)C=C2)Cl)(C)C (Methyl 4-[4-amino-6-(4-chlorophenyl)-2,2-dimethyl-3,4-dihydro-2H-pyrano[2,3-b]pyridin-7-yl]-3-chlorobenzoate). As a reaction SMILES: [Cl:1][C:2]1[CH:3]=[C:4]([CH:9]=[CH:10][C:11]=1[C:12]1[N:17]=[C:16]2[O:18][C:19]([CH3:31])([CH3:30])[CH2:20][CH:21]([NH:22]C(OC(C)(C)C)=O)[C:15]2=[CH:14][C:13]=1[C:32]1[CH:37]=[CH:36][C:35]([Cl:38])=[CH:34][CH:33]=1)[C:5]([O:7][CH3:8])=[O:6].C(O)(C(F)(F)F)=O>C(Cl)Cl>[NH2:22][CH:21]1[C:15]2[C:16](=[N:17][C:12]([C:11]3[CH:10]=[CH:9][C:4]([C:5]([O:7][CH3:8])=[O:6])=[CH:3][C:2]=3[Cl:1])=[C:13]([C:32]3[CH:33]=[CH:34][C:35]([Cl:38])=[CH:36][CH:37]=3)[CH:14]=2)[O:18][C:19]([CH3:31])([CH3:30])[CH2:20]1. Procedure: To a solution of Example 315 (200 mg, 0.36 mmol) in 5.0 mL of CH2Cl2 was added 500 μL of TFA. After stirring at rt for 16 h, the reaction mixture was concentrated. The amine TFA salt was taken onto next step without further purification. The reactants are C(=O)C=1C=C(C=C(C1)C)B(O)O ((3-formyl-5-methylphenyl)boronic acid), [F-].[Cs+] (cesium fluoride), C(C1=CC=CC=C1)Br (benzyl bromide). Reagents/catalysts: C=1C=CC(=CC1)[P](C=2C=CC=CC2)(C=3C=CC=CC3)[Pd]([P](C=4C=CC=CC4)(C=5C=CC=CC5)C=6C=CC=CC6)([P](C=7C=CC=CC7)(C=8C=CC=CC8)C=9C=CC=CC9)[P](C=1C=CC=CC1)(C=1C=CC=CC1)C=1C=CC=CC1 (tetrakis(triphenylphosphine)palladium). Solvent: COCCOC (DME). Yields the product C(C1=CC=CC=C1)C=1C=C(C=O)C=C(C1)C (3-Benzyl-5-methylbenzaldehyde). Reaction SMILES: [CH:1]([C:3]1[CH:4]=[C:5](B(O)O)[CH:6]=[C:7]([CH3:9])[CH:8]=1)=[O:2].[F-].[Cs+].[CH2:15](Br)[C:16]1[CH:21]=[CH:20][CH:19]=[CH:18][CH:17]=1>C1C=CC([P]([Pd]([P](C2C=CC=CC=2)(C2C=CC=CC=2)C2C=CC=CC=2)([P](C2C=CC=CC=2)(C2C=CC=CC=2)C2C=CC=CC=2)[P](C2C=CC=CC=2)(C2C=CC=CC=2)C2C=CC=CC=2)(C2C=CC=CC=2)C2C=CC=CC=2)=CC=1.COCCOC>[CH2:15]([C:5]1[CH:4]=[C:3]([CH:8]=[C:7]([CH3:9])[CH:6]=1)[CH:1]=[O:2])[C:16]1[CH:21]=[CH:20][CH:19]=[CH:18][CH:17]=1 |f:1.2,^1:26,28,47,66|. Reported procedure: To a DME solution (0.1 M) of (3-formyl-5-methylphenyl)boronic acid (1 eq.) was added cesium fluoride (3 eq.), tetrakis(triphenylphosphine)palladium (0.1 eq.) and benzyl bromide (1.2 eq.). The mixture was refluxed for 3 h, cooled down to RT and quenched with saturated aqueous sodium bicarbonate. The mixture was extracted with ethyl acetate. The combined organic extracts were then washed with brine, dried over Na2SO4, filtered and the filtrate concentrated in vacuo. Purification of the crude produ... Reactants: [BH4-].[Na+] (sodium borohydride), crude compound, ClCC(CC(CC(=O)OC(CC1=CC=CC=C1)(C)C)=O)O (2-methyl-1-phenylpropan-2-yl 6-chloro-5-hydroxy-3-oxohexanoate), COB(CC)CC (methoxydiethylborane), OO (hydrogen peroxide). Run in C(C)(=O)O (acetic acid), O1CCCC1 (tetrahydrofuran), CO (methanol), C(C)(=O)OCC (Ethyl acetate). Run at temperature -75 celsius, time 40 minute. Yields the product ClC[C@H](C[C@H](CC(=O)OC(CC1=CC=CC=C1)(C)C)O)O ((3R,5S)-2-methyl-1-phenylpropan-2-yl 6-chloro-3,5-dihydroxy-hexanoate). The yield is 4.5%. RXN SMILES: [Cl:1][CH2:2][CH:3]([OH:21])[CH2:4][C:5](=[O:20])[CH2:6][C:7]([O:9][C:10]([CH3:19])([CH3:18])[CH2:11][C:12]1[CH:17]=[CH:16][CH:15]=[CH:14][CH:13]=1)=[O:8].COB(CC)CC.[BH4-].[Na+].OO>O1CCCC1.CO.C(OCC)(=O)C.C(O)(=O)C>[Cl:1][CH2:2][C@@H:3]([OH:21])[CH2:4][C@@H:5]([OH:20])[CH2:6][C:7]([O:9][C:10]([CH3:18])([CH3:19])[CH2:11][C:12]1[CH:13]=[CH:14][CH:15]=[CH:16][CH:17]=1)=[O:8] |f:2.3|. Procedure details: The crude compound 2-methyl-1-phenylpropan-2-yl 6-chloro-5-hydroxy-3-oxohexanoate (7a, 298 g) prepared in Example 1 was dissolved in a mixed solvent of tetrahydrofuran (2000 ml) and methanol (1000 ml), and the solution was cooled to −75° C. At the same temperature, methoxydiethylborane (78.8 ml) was gradually added dropwise to this solution over 20 minutes, followed by stirring for 40 minutes. Thereafter, sodium borohydride (25.0 g) was added in 5 divided portions, followed by stirring for 5 hou... The reactants are CC(C)O (IPA), O1C2=C1C=CC=1C3=CC=CC=C3NC21 (Epoxy carbazole), COC1=C(CN)C=CC(=C1)OC (2,4-dimethoxybenzylamine), CC(C)O (IPA), C(C)(=O)OCC (ethyl acetate). Run at time 5 hour. Yields the product C1=CC=C(C=2C3=CC=CC=C3NC12)OCC(CNCC1=C(C=C(C=C1)OC)OC)O (1-(9H-carbazol-4-yloxy)-3-[(2,4-dimethoxybenzyl)amino]propan-2-ol). Reaction SMILES: O1[C:3]2[CH:4]=[CH:5][C:6]3[C:7]4[C:12]([NH:13][C:14]=3[C:2]1=2)=[CH:11][CH:10]=[CH:9][CH:8]=4.[CH3:15][O:16][C:17]1[CH:24]=[C:23]([O:25][CH3:26])[CH:22]=[CH:21][C:18]=1[CH2:19][NH2:20].C([O:30][CH2:31][CH3:32])(=O)C.C[CH:34]([OH:36])C>>[CH:2]1[C:14]2[NH:13][C:12]3[C:7](=[CH:8][CH:9]=[CH:10][CH:11]=3)[C:6]=2[C:5]([O:36][CH2:34][CH:31]([OH:30])[CH2:32][NH:20][CH2:19][C:18]2[CH:21]=[CH:22][C:23]([O:25][CH3:26])=[CH:24][C:17]=2[O:16][CH3:15])=[CH:4][CH:3]=1. Procedure details: To a stirred solution of Epoxy carbazole (5 gm, 0.0209 mole) in IPA (20 ml), 2,4-dimethoxybenzylamine (9.42 ml, 0.06276 moles) was added, and the reaction mixture was heated to reflux for 3 hours. Subsequently the reaction mixture was cooled and IPA was stripped off. To the semisolid residue obtained, ethyl acetate (50 ml) was added and it was refluxed for 1.5 hours, until everything dissolved. A light yellow colored clear solution was finally obtained, which was stirred at room temperature for ... Starting materials: NC1CCCc2ccccc21, N#Cc1ccc(Oc2cccc(C=O)c2)cc1. The product is N#Cc1ccc(Oc2cccc(CNC3CCCc4ccccc43)c2)cc1. RXN SMILES: [CH:18]1([NH2:28])[CH2:19][CH2:20][CH2:21][c:22]2[cH:23][cH:24][cH:25][cH:26][c:27]21.[CH:1](=[O:2])[c:3]1[cH:4][c:5]([O:6][c:7]2[cH:8][cH:9][c:10]([C:11]#[N:12])[cH:13][cH:14]2)[cH:15][cH:16][cH:17]1>>[CH2:1]([c:3]1[cH:4][c:5]([O:6][c:7]2[cH:8][cH:9][c:10]([C:11]#[N:12])[cH:13][cH:14]2)[cH:15][cH:16][cH:17]1)[NH:28][CH:18]1[CH2:19][CH2:20][CH2:21][c:22]2[cH:23][cH:24][cH:25][cH:26][c:27]21. Starting materials: [N+](=O)([O-])C=1C=C(C=CC1[N+](=O)[O-])NC(C1=CC=C(C=C1)N1CCN(CC1)C)=O (N-(3,4-dinitrophenyl)-4-(1-methyl-4-piperazinyl)benzamide), C1(=CC=CC=C1)NC(=O)C1=CC=C(C=O)C=C1 (4-phenylaminocarbonylbenzaldehyde). The product is CN1CCN(CC1)C1=CC=C(C(=O)NC2=CC3=C(NC(=N3)C3=CC=C(C=C3)C(NC3=CC=CC=C3)=O)C=C2)C=C1 (4-(4-methylpiperazin-1-yl)-N-(2-(4-(phenylcarbamoyl)phenyl)-1H-benzo[d]imidazol-5-yl)benzamide). Reaction SMILES: [N+:1]([C:4]1[CH:5]=[C:6]([NH:13][C:14](=[O:28])[C:15]2[CH:20]=[CH:19][C:18]([N:21]3[CH2:26][CH2:25][N:24]([CH3:27])[CH2:23][CH2:22]3)=[CH:17][CH:16]=2)[CH:7]=[CH:8][C:9]=1[N+:10]([O-])=O)([O-])=O.[C:29]1([NH:35][C:36]([C:38]2[CH:45]=[CH:44][C:41]([CH:42]=O)=[CH:40][CH:39]=2)=[O:37])[CH:34]=[CH:33][CH:32]=[CH:31][CH:30]=1>>[CH3:27][N:24]1[CH2:25][CH2:26][N:21]([C:18]2[CH:19]=[CH:20][C:15]([C:14]([NH:13][C:6]3[CH:7]=[CH:8][C:9]4[NH:10][C:42]([C:41]5[CH:40]=[CH:39][C:38]([C:36](=[O:37])[NH:35][C:29]6[CH:30]=[CH:31][CH:32]=[CH:33][CH:34]=6)=[CH:45][CH:44]=5)=[N:1][C:4]=4[CH:5]=3)=[O:28])=[CH:16][CH:17]=2)[CH2:22][CH2:23]1. Procedure: Compound 216 was prepared according to the procedure similar to that described in Scheme III from N-(3,4-dinitrophenyl)-4-(1-methyl-4-piperazinyl)benzamide and 4-phenylaminocarbonylbenzaldehyde. [M+H]+ calcd for C32H30N6O2: 531.25; found: 531.05.